This data is from the Open Reaction Database (ORD), a public repository of structured organic reaction records. The task is: describe an organic reaction: reactants, conditions, products, and yield The reactants are C1(=CC=CC=C1)C=1C=CC=2N(N1)C(=NN2)CC=2C=C(C(=CC2)N)N (4-(6-phenyl-[1,2,4]triazolo[4,3-b]pyridazin-3-ylmethyl)-benzene-1,2-diamine), C(=O)O (formic acid). Run at temperature 100 celsius, time 5 hour. Product: N1=CNC2=C1C=CC(=C2)CC2=NN=C1N2N=C(C=C1)C1=CC=CC=C1 (3-(3H-Benzoimidazol-5-ylmethyl)-6-phenyl-[1,2,4]triazolo[4,3-b]pyridazine). The yield is 73.0%. As a reaction SMILES: [C:1]1([C:7]2[CH:8]=[CH:9][C:10]3[N:11]([C:13]([CH2:16][C:17]4[CH:18]=[C:19]([NH2:24])[C:20]([NH2:23])=[CH:21][CH:22]=4)=[N:14][N:15]=3)[N:12]=2)[CH:6]=[CH:5][CH:4]=[CH:3][CH:2]=1.[CH:25](O)=O>>[N:23]1[C:20]2[CH:21]=[CH:22][C:17]([CH2:16][C:13]3[N:11]4[N:12]=[C:7]([C:1]5[CH:6]=[CH:5][CH:4]=[CH:3][CH:2]=5)[CH:8]=[CH:9][C:10]4=[N:15][N:14]=3)=[CH:18][C:19]=2[NH:24][CH:25]=1. Procedure details: A suspension of 4-(6-phenyl-[1,2,4]triazolo[4,3-b]pyridazin-3-ylmethyl)-benzene-1,2-diamine (20 mg, 0.063 mmol) in formic acid (0.5 mL) was stirred at 100° C. for 5 h. The reaction mixture was cooled to room temperature and filtered through a 0.45 micron filter. The filtrate was concentrated in vacuo. The residue was purified by preparative HPLC on Xbridge prep C18 column (5 microns, 19×150 mm) using a formic acid buffered gradient of acetonitrile in water to return the title compound as an off-... The reactants are [N+](=O)([O-])C1=CC(=C(C=C1)O)N (4-nitro-o-aminophenol), S1C(=CC=C1)C=O (thiophenecarboxaldehyde), C(C)(=O)[O-].C(C)(=O)[O-].C(C)(=O)[O-].C(C)(=O)[O-].[Pb+4] (lead tetraacetate). The solvent is C(C)(=O)O (acetic acid), C(C)(=O)O (acetic acid), O (water). Reaction conditions: time 0.5 hour. Yields the product [N+](=O)([O-])C=1C=CC2=C(N=C(O2)C=2SC=CC2)C1 (5-nitro-2-(2-thienyl)benzoxazol). Yield: 50.4%. As a reaction SMILES: [N+:1]([C:4]1[CH:9]=[CH:8][C:7]([OH:10])=[C:6]([NH2:11])[CH:5]=1)([O-:3])=[O:2].[S:12]1[CH:16]=[CH:15][CH:14]=[C:13]1[CH:17]=O.C([O-])(=O)C.C([O-])(=O)C.C([O-])(=O)C.C([O-])(=O)C.[Pb+4]>C(O)(=O)C.O>[N+:1]([C:4]1[CH:9]=[CH:8][C:7]2[O:10][C:17]([C:13]3[S:12][CH:16]=[CH:15][CH:14]=3)=[N:11][C:6]=2[CH:5]=1)([O-:3])=[O:2] |f:2.3.4.5.6|. Procedure details: Step A - 15.4 g of 4-nitro-o-aminophenol and 11.2 g of thiophenecarboxaldehyde are dissolved in glacial acetic acid (450 ml) and heated to 85°. 44.4 g of lead tetraacetate is dissolved in 400 ml glacial acetic acid by warming and added to the above solution. Heating is continued for 0.5 hr and the solution is cooled to room temperature, diluted with an equal volume of water and the dark precipitate is collected and washed with additional water. The crude product is dissolved in CH2Cl2 (800 ml) a... Reactants: CN(C)C(=[N+](C)C)ON1C2=C(C=CC=C2)N=N1.[B-](F)(F)(F)F (TBTU), C(C)N1CCNCC1 (N-ethylpiperazine), CN1CCC=2C(=C(N3N=CC=C3N2)N2CC(C2)C(=O)O)CC1 (1-(7-Methyl-6,7,8,9-tetrahydro-5H-1,4,7,10a-tetraaza-cyclohepta[f]inden-10-yl)-azetidine-3-carboxylic acid), CCN(C(C)C)C(C)C (DIPEA). The solvent is CN(C)C=O (DMF), CN(C)C=O (DMF). Run at time 2 hour. The product is C(C)N1CCN(CC1)C1(N2N=CCC2=NC2=C1CCN(CC2)C)N2CC(C2)C=O (10(4-Ethyl-piperazin-1-yl)-[1-(7-methyl-6,7,8,9-tetrahydro-5H-1,4,7,10a-tetraaza-cyclohepta[f]inden-10-yl)-azetidin-3-yl]-methanone). As a reaction SMILES: [CH2:1]([N:3]1[CH2:8][CH2:7][NH:6][CH2:5][CH2:4]1)[CH3:2].[CH3:9][N:10]1[CH2:30][CH2:29][C:14]2=[C:15]([N:22]3[CH2:25][CH:24]([C:26](O)=[O:27])[CH2:23]3)[N:16]3[C:20]([N:21]=[C:13]2[CH2:12][CH2:11]1)=[CH:19][CH:18]=[N:17]3.CCN(C(C)C)C(C)C.CN(C(ON1N=NC2C=CC=CC1=2)=[N+](C)C)C.[B-](F)(F)(F)F>CN(C=O)C>[CH2:1]([N:3]1[CH2:8][CH2:7][N:6]([C:15]2([N:22]3[CH2:25][CH:24]([CH:26]=[O:27])[CH2:23]3)[C:14]3[CH2:29][CH2:30][N:10]([CH3:9])[CH2:11][CH2:12][C:13]=3[N:21]=[C:20]3[N:16]2[N:17]=[CH:18][CH2:19]3)[CH2:5][CH2:4]1)[CH3:2] |f:3.4|. Procedure details: To 11.4 mg (0.10 mmol) N-ethylpiperazine was added a solution of 43 mg (0.10 mmol) 1-(7-Methyl-6,7,8,9-tetrahydro-5H-1,4,7,10a-tetraaza-cyclohepta[f]inden-10-yl)-azetidine-3-carboxylic acid and 0.026 mL (0.15 mmol) DIPEA in 0.5 mL DMF at room temperature. 35.3 mg (0.11 mmol) TBTU was dissolved in 0.5 mL DMF and the solution was added to the reaction mixture. Stirring was continued for 2 h and the reaction mixture was allowed to stand for overnight. The mixture was filtered over basic alumina fol... The product is CC1(N)CCN(c2cccc3ccc(-c4nnc5ccccn45)nc23)CC1. RXN SMILES: [Cl:40][CH2:41][Cl:42].[ClH:38].[OH2:39].[n:1]1[n:2][c:3](-[c:10]2[n:11][c:12]3[c:13]([N:20]4[CH2:21][CH2:22][C:23]([CH3:26])([NH:27][C:28](=[O:29])[O:30][CH2:31][c:32]5[cH:33][cH:34][cH:35][cH:36][cH:37]5)[CH2:24][CH2:25]4)[cH:14][cH:15][cH:16][c:17]3[cH:18][cH:19]2)[n:4]2[c:5]1[cH:6][cH:7][cH:8][cH:9]2>>[n:1]1[n:2][c:3](-[c:10]2[n:11][c:12]3[c:13]([N:20]4[CH2:21][CH2:22][C:23]([CH3:26])([NH2:27])[CH2:24][CH2:25]4)[cH:14][cH:15][cH:16][c:17]3[cH:18][cH:19]2)[n:4]2[c:5]1[cH:6][cH:7][cH:8][cH:9]2. Reactants: ClCCl, Cl, O, CC1(NC(=O)OCc2ccccc2)CCN(c2cccc3ccc(-c4nnc5ccccn45)nc23)CC1. Reactants: COCOc1cc(OC)c(OC)cc1-c1c(C(=O)OC)[nH]c(C(=O)OC)c1-c1ccc(OC)c(OC)c1, COc1ccc(CCBr)cc1OC, CCOC(C)=O, ClCCl, [K+], [K+], O=C([O-])[O-], CN(C)C=O. Product: COCOc1cc(OC)c(OC)cc1-c1c(-c2ccc(OC)c(OC)c2)c(C(=O)OC)n(CCc2ccc(OC)c(OC)c2)c1C(=O)OC. As a reaction SMILES: [CH3:1][O:2][c:3]1[cH:4][c:5]([O:34][CH2:35][O:36][CH3:37])[c:6](-[c:11]2[c:12]([C:30](=[O:31])[O:32][CH3:33])[nH:13][c:14]([C:26](=[O:27])[O:28][CH3:29])[c:15]2-[c:16]2[cH:17][c:18]([O:24][CH3:25])[c:19]([O:22][CH3:23])[cH:20][cH:21]2)[cH:7][c:8]1[O:9][CH3:10].[CH3:38][O:39][c:40]1[cH:41][c:42]([CH2:43][CH2:44][Br:45])[cH:46][cH:47][c:48]1[O:49][CH3:50].[CH3:57][CH2:58][O:59][C:60]([CH3:61])=[O:62].[Cl:63][CH2:64][Cl:65].[K+:51].[K+:52].[O-:53][C:54]([O-:55])=[O:56].[O:66]=[CH:67][N:68]([CH3:69])[CH3:70]>>[CH3:1][O:2][c:3]1[cH:4][c:5]([O:34][CH2:35][O:36][CH3:37])[c:6](-[c:11]2[c:12]([C:30](=[O:31])[O:32][CH3:33])[n:13]([CH2:44][CH2:43][c:42]3[cH:41][c:40]([O:39][CH3:38])[c:48]([O:49][CH3:50])[cH:47][cH:46]3)[c:14]([C:26](=[O:27])[O:28][CH3:29])[c:15]2-[c:16]2[cH:17][c:18]([O:24][CH3:25])[c:19]([O:22][CH3:23])[cH:20][cH:21]2)[cH:7][c:8]1[O:9][CH3:10]. Reactants: NC1=C(C=C(C=2C(C3=CC=CC=C3C(C12)=O)=O)Cl)Cl (1-amino-2,4-dichloroanthraquinone), O.S(O)(O)(=O)=O (sulfuric acid monohydrate), C=O (paraformaldehyde), resultant suspension. Run in O (water). Run at temperature 100 celsius, time 15 minute. Yields the product 43.3, NC1=C(C=C(C=2C(C3=CC=CC=C3C(C12)=O)=O)O)Cl (1-amino-2-chloro-4-hydroxyanthraquinone). The yield is 95.0%. RXN SMILES: [OH2:1].S(=O)(=O)(O)O.C=O.[NH2:9][C:10]1[C:23]2[C:22](=[O:24])[C:21]3[C:16](=[CH:17][CH:18]=[CH:19][CH:20]=3)[C:15](=[O:25])[C:14]=2[C:13](Cl)=[CH:12][C:11]=1[Cl:27]>O>[NH2:9][C:10]1[C:23]2[C:22](=[O:24])[C:21]3[C:16](=[CH:17][CH:18]=[CH:19][CH:20]=3)[C:15](=[O:25])[C:14]=2[C:13]([OH:1])=[CH:12][C:11]=1[Cl:27] |f:0.1|. Reported procedure: A stirred reactor is charged with 184 parts of sulfuric acid monohydrate and 4.8 parts (1 equivalent) of paraformaldehyde are added, with stirring, over about 15 minutes. Stirring is continued until a solution is obtained. This solution is then heated to 60°-65° C. and 46.5 parts of 98% 1-amino-2,4-dichloroanthraquinone are added. The reaction mixture is heated for 1 hour to 110° C. and this temperature is maintained for 3 hours. The mixture is cooled to 100° C. and 870 parts of water are added.... The reactants are NC=1C=C(C(=O)NN)C=CC1O (3-amino-4-hydroxybenzoic acid hydrazide), C(C1=CC=CC=C1)N1C[C@@H](CC1)NC(COC1=CC(=C(C=C1)C=O)OC)=O ((R)-N-(1-benzylpyrrolidin-3-yl)-2-(4-formyl-3-methoxyphenoxy)acetamide). The solvent is CC(C)O (2-propanol). Yields the product NC=1C=C(C(=O)NN=CC2=C(C=C(OCC(=O)N[C@H]3CN(CC3)CC3=CC=CC=C3)C=C2)OC)C=CC1O ((R)-2-{4-[(3-Amino-4-hydroxybenzoyl)hydrazonomethyl]-3-methoxyphenoxy}-N-(1-benzylpyrrolidin-3-yl)acetamide). Isolated yield 70.2%. RXN SMILES: [NH2:1][C:2]1[CH:3]=[C:4]([CH:9]=[CH:10][C:11]=1[OH:12])[C:5]([NH:7][NH2:8])=[O:6].[CH2:13]([N:20]1[CH2:24][CH2:23][C@@H:22]([NH:25][C:26](=[O:39])[CH2:27][O:28][C:29]2[CH:34]=[CH:33][C:32]([CH:35]=O)=[C:31]([O:37][CH3:38])[CH:30]=2)[CH2:21]1)[C:14]1[CH:19]=[CH:18][CH:17]=[CH:16][CH:15]=1>CC(O)C>[NH2:1][C:2]1[CH:3]=[C:4]([CH:9]=[CH:10][C:11]=1[OH:12])[C:5]([NH:7][N:8]=[CH:35][C:32]1[CH:33]=[CH:34][C:29]([O:28][CH2:27][C:26]([NH:25][C@@H:22]2[CH2:23][CH2:24][N:20]([CH2:13][C:14]3[CH:19]=[CH:18][CH:17]=[CH:16][CH:15]=3)[CH2:21]2)=[O:39])=[CH:30][C:31]=1[O:37][CH3:38])=[O:6]. Procedure details: The above 3-amino-4-hydroxybenzoic acid hydrazide (50 mg, 0.3 mmol) and the above (R)-N-(1-benzylpyrrolidin-3-yl)-2-(4-formyl-3-methoxyphenoxy)acetamide (110 mg, 0.3 mmol) were dissolved in 2-propanol (4 ml) and the mixture was heated at reflux temperature for 16 hours. The cooled mixture was filtered and the precipitate was washed with 2-propanol (2×3 ml) and dried by suction to afford 109 mg (70%) of the title compound as a solid. M.p.: 157-160° C.